Task: describe an organic reaction: reactants, conditions, products, and yield. Dataset: the Open Reaction Database (ORD), a public repository of structured organic reaction records The reactants are NC=1SC=C(N1)C(C(=O)OCC)=O (ethyl 2-aminothiazol-4-ylglyoxylate), ClC=1C=C(C=CC1Cl)N=C=O (3,4-dichlorophenyl isocyanate). The solvent is CN(C=O)C (dimethylformamide). Product: ClC=1C=C(C=CC1Cl)NC(NC=1SC=C(N1)C(C(=O)OCC)=O)=O (Ethyl 2-[3-(3,4-dichlorophenyl)ureido]thiazol-4-ylglyoxylate). Reaction SMILES: [NH2:1][C:2]1[S:3][CH:4]=[C:5]([C:7](=[O:13])[C:8]([O:10][CH2:11][CH3:12])=[O:9])[N:6]=1.[Cl:14][C:15]1[CH:16]=[C:17]([N:22]=[C:23]=[O:24])[CH:18]=[CH:19][C:20]=1[Cl:21]>CN(C)C=O>[Cl:14][C:15]1[CH:16]=[C:17]([NH:22][C:23](=[O:24])[NH:1][C:2]2[S:3][CH:4]=[C:5]([C:7](=[O:13])[C:8]([O:10][CH2:11][CH3:12])=[O:9])[N:6]=2)[CH:18]=[CH:19][C:20]=1[Cl:21]. Reported procedure: Following a procedure similar to that described in Preparation 1, the desired compound was prepared from 10 g of ethyl 2-aminothiazol-4-ylglyoxylate, 10 g of 3,4-dichlorophenyl isocyanate and 100 ml of dimethylformamide. The resulting product was a pale yellow powder having the following physical properties. Reported procedure: A mixture of 6-(4-aminophenyl)-3(2H)-pyridazinone (3.78 g, 0.02 mol) and diformylhydrazine (1.76, 0.02 mol) are heated together at 220° C. for six hours. The solid mass is chromatographed and finally crystallized from acetonitrile/methanol to yield the product 4,5-dihydro-6-[4-(4H-1,2,4-triazol-4-yl)phenyl]-3(2H)-pyridazinone, mp 292.5°-293° C. (dec). Yields the product N=1N=CN(C1)C1=CC=C(C=C1)C=1CCC(NN1)=O (4,5-dihydro-6-[4-(4H-1,2,4-triazol-4-yl)phenyl]-3(2H)-pyridazinone). As a reaction SMILES: [NH2:1][C:2]1[CH:7]=[CH:6][C:5]([C:8]2[CH:9]=[CH:10][C:11](=[O:14])[NH:12][N:13]=2)=[CH:4][CH:3]=1.[CH:15]([NH:17][NH:18][CH:19]=O)=O>>[N:17]1[N:18]=[CH:19][N:1]([C:2]2[CH:7]=[CH:6][C:5]([C:8]3[CH2:9][CH2:10][C:11](=[O:14])[NH:12][N:13]=3)=[CH:4][CH:3]=2)[CH:15]=1. The reactants are NC1=CC=C(C=C1)C=1C=CC(NN1)=O (6-(4-aminophenyl)-3(2H)-pyridazinone), C(=O)NNC=O (diformylhydrazine). Run at temperature 220 celsius. The reactants are ClCCl, Cc1ccc(S(=O)(=O)OC=CC2=C(C(=O)OC(c3ccccc3)c3ccccc3)N3C(=O)C(NC(=O)OC(C)(C)C)C3SC2)cc1, O=C(OO)c1cccc(Cl)c1. Yields the product Cc1ccc(S(=O)(=O)OC=CC2=C(C(=O)OC(c3ccccc3)c3ccccc3)N3C(=O)C(NC(=O)OC(C)(C)C)C3S(=O)C2)cc1. RXN SMILES: [CH2:58]([Cl:59])[Cl:60].[CH:12]([c:13]1[cH:14][cH:15][cH:16][cH:17][cH:18]1)([c:19]1[cH:20][cH:21][cH:22][cH:23][cH:24]1)[O:25][C:26](=[O:27])[C:28]1=[C:35]([CH:36]=[CH:37][O:38][S:39](=[O:40])(=[O:41])[c:42]2[cH:43][cH:44][c:45]([CH3:46])[cH:47][cH:48]2)[CH2:34][S:33][CH:32]2[N:29]1[C:30](=[O:57])[CH:31]2[NH:49][C:50](=[O:51])[O:52][C:53]([CH3:54])([CH3:55])[CH3:56].[Cl:1][c:2]1[cH:3][cH:4][cH:5][c:6]([C:7]([O:8][OH:10])=[O:9])[cH:11]1>>[O:9]=[S:33]1[CH:32]2[N:29]([C:28]([C:26]([O:25][CH:12]([c:13]3[cH:14][cH:15][cH:16][cH:17][cH:18]3)[c:19]3[cH:20][cH:21][cH:22][cH:23][cH:24]3)=[O:27])=[C:35]([CH:36]=[CH:37][O:38][S:39](=[O:40])(=[O:41])[c:42]3[cH:43][cH:44][c:45]([CH3:46])[cH:47][cH:48]3)[CH2:34]1)[C:30](=[O:57])[CH:31]2[NH:49][C:50](=[O:51])[O:52][C:53]([CH3:54])([CH3:55])[CH3:56]. Starting materials: ClC(Cl)(Cl)Cl, O=C1CCC(=O)N1Cl, CC(C)C(Nc1ccc(C(F)(F)F)cc1)C(=O)O. Product: CC(C)C(Nc1ccc(C(F)(F)F)cc1Cl)C(=O)O. RXN SMILES: [C:27]([Cl:28])([Cl:29])([Cl:30])[Cl:31].[Cl:19][N:20]1[C:21](=[O:22])[CH2:23][CH2:24][C:25]1=[O:26].[F:1][C:2]([c:3]1[cH:4][cH:5][c:6]([NH:9][CH:10]([C:11](=[O:12])[OH:13])[CH:14]([CH3:15])[CH3:16])[cH:7][cH:8]1)([F:17])[F:18]>>[F:1][C:2]([c:3]1[cH:4][cH:5][c:6]([NH:9][CH:10]([C:11](=[O:12])[OH:13])[CH:14]([CH3:15])[CH3:16])[c:7]([Cl:19])[cH:8]1)([F:17])[F:18]. Starting materials: O=C([O-])[O-], C=CCCl, CN(C)C=O, Cc1cc([N+](=O)[O-])ccc1NC=O, [K+], [K+], O. Yields the product C=CCN(C=O)c1ccc([N+](=O)[O-])cc1C. Reaction SMILES: [C:1](=[O:2])([O-:3])[O-:4].[CH2:25]([CH:26]=[CH2:27])[Cl:28].[CH3:7][N:8]([CH3:9])[CH:10]=[O:11].[CH:12](=[O:13])[NH:14][c:15]1[c:16]([CH3:24])[cH:17][c:18]([N+:21](=[O:22])[O-:23])[cH:19][cH:20]1.[K+:5].[K+:6].[OH2:29]>>[CH:12](=[O:13])[N:14]([c:15]1[c:16]([CH3:24])[cH:17][c:18]([N+:21](=[O:22])[O-:23])[cH:19][cH:20]1)[CH2:27][CH:26]=[CH2:25].